Dataset: the Open Reaction Database (ORD), a public repository of structured organic reaction records. Task: describe an organic reaction: reactants, conditions, products, and yield The reactants are CC(=O)OCc1cc(COC(C)=O)cc(OCCC2(CC=O)CCCCC2)c1, CC(=O)O[BH-](OC(C)=O)OC(C)=O, O=C([O-])O, CC(=O)O, ClCCCl, [Na+], [Na+], Cc1ccc(NC2CCNCC2)cc1. Yields the product CC(=O)OCc1cc(COC(C)=O)cc(OCCC2(CCN3CCC(Nc4ccc(C)cc4)CC3)CCCCC2)c1. As a reaction SMILES: [C:1]([CH3:2])(=[O:3])[O:4][CH2:5][c:6]1[cH:7][c:8]([CH2:24][O:25][C:26]([CH3:27])=[O:28])[cH:9][c:10]([O:12][CH2:13][CH2:14][C:15]2([CH2:21][CH:22]=[O:23])[CH2:16][CH2:17][CH2:18][CH2:19][CH2:20]2)[cH:11]1.[C:43]([O:44][BH-:45]([O:46][C:47](=[O:48])[CH3:49])[O:50][C:51](=[O:52])[CH3:53])(=[O:54])[CH3:55].[C:57](=[O:58])([OH:59])[O-:60].[CH3:66][C:67](=[O:68])[OH:69].[Cl:62][CH2:63][CH2:64][Cl:65].[Na+:56].[Na+:61].[c:29]1([CH3:42])[cH:30][cH:31][c:32]([NH:35][CH:36]2[CH2:37][CH2:38][NH:39][CH2:40][CH2:41]2)[cH:33][cH:34]1>>[C:1]([CH3:2])(=[O:3])[O:4][CH2:5][c:6]1[cH:7][c:8]([CH2:24][O:25][C:26]([CH3:27])=[O:28])[cH:9][c:10]([O:12][CH2:13][CH2:14][C:15]2([CH2:21][CH2:22][N:39]3[CH2:38][CH2:37][CH:36]([NH:35][c:32]4[cH:31][cH:30][c:29]([CH3:42])[cH:34][cH:33]4)[CH2:41][CH2:40]3)[CH2:16][CH2:17][CH2:18][CH2:19][CH2:20]2)[cH:11]1.